From a dataset of the Open Reaction Database (ORD), a public repository of structured organic reaction records. describe an organic reaction: reactants, conditions, products, and yield Starting materials: C(C1=CC=CC=C1)OC=1C(=NC(=NC1O)CC1(CCCC1)C1=CC=C(C=C1)Cl)C(=O)N(C(C)C1=CC=CC=C1)CCO (5-(benzyloxy)-2-((1-(4-chlorophenyl)cyclopentyl)methyl)-6-hydroxy-N-(2-hydroxyethyl)-N-(1-phenylethyl)pyrimidine-4-carboxamide), C1(=CC=CC=C1)P(C1=CC=CC=C1)C1=CC=CC=C1 (triphenylphosphine), N(=NC(=O)OC(C)C)C(=O)OC(C)C (diisopropyl azodicarboxylate). Solvent: ClCCl (dichloromethane). Run at time 10 minute. Yields the product C(C1=CC=CC=C1)OC1=C2N(C(=NC1=O)CC1(CCCC1)C1=CC=C(C=C1)Cl)CCN(C2=O)C(C)C2=CC=CC=C2 (9-(benzyloxy)-6-((1-(4-chlorophenyl)cyclopentyl)methyl)-2-(1-phenylethyl)-3,4-dihydro-1H-pyrazino[1,2-c]pyrimidine-1,8(2H)-dione). Isolated yield 78.1%. RXN SMILES: [CH2:1]([O:8][C:9]1[C:10]([C:29]([N:31]([CH2:40][CH2:41]O)[CH:32]([C:34]2[CH:39]=[CH:38][CH:37]=[CH:36][CH:35]=2)[CH3:33])=[O:30])=[N:11][C:12]([CH2:16][C:17]2([C:22]3[CH:27]=[CH:26][C:25]([Cl:28])=[CH:24][CH:23]=3)[CH2:21][CH2:20][CH2:19][CH2:18]2)=[N:13][C:14]=1[OH:15])[C:2]1[CH:7]=[CH:6][CH:5]=[CH:4][CH:3]=1.C1(P(C2C=CC=CC=2)C2C=CC=CC=2)C=CC=CC=1.N(C(OC(C)C)=O)=NC(OC(C)C)=O>ClCCl>[CH2:1]([O:8][C:9]1[C:14](=[O:15])[N:13]=[C:12]([CH2:16][C:17]2([C:22]3[CH:23]=[CH:24][C:25]([Cl:28])=[CH:26][CH:27]=3)[CH2:21][CH2:20][CH2:19][CH2:18]2)[N:11]2[CH2:41][CH2:40][N:31]([CH:32]([C:34]3[CH:35]=[CH:36][CH:37]=[CH:38][CH:39]=3)[CH3:33])[C:29](=[O:30])[C:10]=12)[C:2]1[CH:3]=[CH:4][CH:5]=[CH:6][CH:7]=1. Reported procedure: To a stirred solution of 5-(benzyloxy)-2-((1-(4-chlorophenyl)cyclopentyl)methyl)-6-hydroxy-N-(2-hydroxyethyl)-N-(1-phenylethyl)pyrimidine-4-carboxamide (36) (158 mg, 270 μmol, Eq: 1.00) in dichloromethane (15 ml) at room temperature was added triphenylphosphine (106 mg, 404 μmol, Eq: 1.5). The reaction mixture was stirred for 10 min. Then diisopropyl azodicarboxylate (81.8 mg, 78.6 μl, 404 μmol, Eq: 1.5) was added. The reaction mixture was stirred for 18 hrs, concentrated, and chromatographed (s...